From a dataset of the Open Reaction Database (ORD), a public repository of structured organic reaction records. describe an organic reaction: reactants, conditions, products, and yield Reactants: NC1=CC2=C(N=CN2)C=C1 (5-aminobenzimidazole), [H-].[Na+] (NaH), CSC1=NC=CC(=N1)Cl (2-methylthio-4-chloropyrimidine). Solvent: CN(C)C=O (DMF), CN(C)C=O (DMF). Product: CSC1=NC=CC(=N1)N1C=NC2=C1C=C(C=C2)N (2-methylthio-4-[6-aminobenzimidazol-1-yl]pyrimidine), CSC1=NC=CC(=N1)N1C=NC2=C1C=CC(=C2)N (2-methylthio-4-[5-aminobenzimidazol-1-yl]pyrimidine). RXN SMILES: [NH2:1][C:2]1[CH:10]=[CH:9][C:5]2[N:6]=[CH:7][NH:8][C:4]=2[CH:3]=1.[H-].[Na+].[CH3:13][S:14][C:15]1[N:20]=[C:19](Cl)[CH:18]=[CH:17][N:16]=1>CN(C=O)C>[CH3:13][S:14][C:15]1[N:20]=[C:19]([N:8]2[C:4]3[CH:3]=[C:2]([NH2:1])[CH:10]=[CH:9][C:5]=3[N:6]=[CH:7]2)[CH:18]=[CH:17][N:16]=1.[CH3:13][S:14][C:15]1[N:20]=[C:19]([N:6]2[C:5]3[CH:9]=[CH:10][C:2]([NH2:1])=[CH:3][C:4]=3[N:8]=[CH:7]2)[CH:18]=[CH:17][N:16]=1 |f:1.2|. Procedure: To a stirred solution of 5-aminobenzimidazole (700 mg, 5.26 mmol, 1 eq) in DMF (21 mL) was added NaH (231 mg, 5.78 mmol, 1.1 eq, (60% suspension in oil)). The mixture was allowed to stir until gas evolution ceased. To the DMF solution was added 2-methylthio-4-chloropyrimidine (0.612 mL, 5.26 mmol, 1 eq) dropwise via syringe. The mixture was allowed to stir overnight. The DMF was removed under reduced pressure and the residue was diluted with water and extracted 3× with CH2Cl2. The organic extrac... Starting materials: P(=O)(Cl)(Cl)Cl (phosphoryl chloride), P(Cl)(Cl)Cl (phosphorus trichloride), C(CC(O)(C(=O)[O-])CC(=O)[O-])(=O)[O-].[Na+].[Na+].[Na+] (sodium citrate), C(C)N(C=1C=C(C=CC1)O)CC (3-diethylaminophenol), BrCC(=O)O (bromoacetic acid), crude product. Reagents/catalysts: [Fe](Cl)(Cl)Cl (iron trichloride). The solvent is C(Cl)(Cl)Cl (chloroform). The product is C(C)N(C1=CC2=C(C(C(O2)=C2OC3=C(C2=O)C=CC(=C3)N(CC)CC)=O)C=C1)CC (6-Diethylamino-2-(6-diethylamino-3-oxo-2(3H)-benzofuranylidene)-3(2H)-benzofuranone). Reaction SMILES: [CH2:1]([N:3]([CH2:11][CH3:12])[C:4]1[CH:5]=[C:6]([OH:10])[CH:7]=[CH:8][CH:9]=1)[CH3:2].Br[CH2:14][C:15]([OH:17])=O.P(Cl)(Cl)(Cl)=O.P(Cl)(Cl)Cl.C([O-])(=O)C[C:29]([CH2:34][C:35]([O-:37])=O)([C:31]([O-:33])=O)O.[Na+].[Na+].[Na+]>[Fe](Cl)(Cl)Cl.C(Cl)(Cl)Cl>[CH2:11]([N:3]([CH2:1][CH3:2])[C:4]1[CH:9]=[CH:8][C:7]2[C:35](=[O:37])[C:34](=[C:29]3[C:31](=[O:33])[C:7]4[CH:8]=[CH:9][C:4]([N:3]([CH2:11][CH3:12])[CH2:1][CH3:2])=[CH:14][C:15]=4[O:17]3)[O:10][C:6]=2[CH:5]=1)[CH3:12] |f:4.5.6.7|. Reported procedure: 10.0 g (60.5 mmol) of 3-diethylaminophenol are mixed with 12.5 g (90.1 mmol) of bromoacetic acid at a reaction temperature of 60° C., with exclusion of moisture and vigorous stirring with a precision glass stirrer. 7.0 g (46 mmol) of phosphoryl chloride, 6.3 g (46 mmol) of phosphorus trichloride and 24.6 g (152 mmol) of anhydrous iron trichloride are added. After a reaction time of 24 hours, 3 parts of ice are added to the dark violet mixture and the solid mixture is dissolved with cautious heat... Reactants: Cc1cc(C(=O)O)ccc1B(O)O, CC(=O)N1CCCc2cc(OS(=O)(=O)C(F)(F)F)ccc21, COCCOC, [Cl-], [Li+], [Na+], [Na+], O=C([O-])[O-], O. Yields the product CC(=O)N1CCCc2cc(-c3ccc(C(=O)O)cc3C)ccc21. As a reaction SMILES: [B:1]([OH:2])([OH:3])[c:4]1[c:5]([CH3:13])[cH:6][c:7]([C:8](=[O:9])[OH:10])[cH:11][cH:12]1.[C:14]([CH3:15])(=[O:16])[N:17]1[CH2:18][CH2:19][CH2:20][c:21]2[cH:22][c:23]([O:27][S:28]([C:29]([F:30])([F:31])[F:32])(=[O:33])=[O:34])[cH:24][cH:25][c:26]21.[CH2:44]([CH2:45][O:46][CH3:47])[O:48][CH3:49].[Cl-:36].[Li+:35].[Na+:37].[Na+:38].[O-:39][C:40](=[O:41])[O-:42].[OH2:43]>>[c:4]1(-[c:23]2[cH:22][c:21]3[c:26]([cH:25][cH:24]2)[N:17]([C:14]([CH3:15])=[O:16])[CH2:18][CH2:19][CH2:20]3)[c:5]([CH3:13])[cH:6][c:7]([C:8](=[O:9])[OH:10])[cH:11][cH:12]1. Reactants: COC(=O)c1cc2c(cc1C)OC(C)(c1cccc(C(F)(F)F)c1)C(=O)N2CCNC(=O)OCc1ccccc1, C1COCCO1, [Na+], [OH-]. As a reaction SMILES: [CH2:1]([c:2]1[cH:3][cH:4][cH:5][cH:6][cH:7]1)[O:8][C:9](=[O:10])[NH:11][CH2:12][CH2:13][N:14]1[C:15](=[O:40])[C:16]([c:29]2[cH:30][c:31]([C:35]([F:36])([F:37])[F:38])[cH:32][cH:33][cH:34]2)([CH3:39])[O:17][c:18]2[c:19]1[cH:20][c:21]([C:25](=[O:26])[O:27][CH3:28])[c:22]([CH3:24])[cH:23]2.[CH2:43]1[O:44][CH2:45][CH2:46][O:47][CH2:48]1.[Na+:42].[OH-:41]>>[CH2:1]([c:2]1[cH:3][cH:4][cH:5][cH:6][cH:7]1)[O:8][C:9](=[O:10])[NH:11][CH2:12][CH2:13][N:14]1[C:15](=[O:40])[C:16]([c:29]2[cH:30][c:31]([C:35]([F:36])([F:37])[F:38])[cH:32][cH:33][cH:34]2)([CH3:39])[O:17][c:18]2[c:19]1[cH:20][c:21]([C:25](=[O:26])[OH:27])[c:22]([CH3:24])[cH:23]2. Yields the product Cc1cc2c(cc1C(=O)O)N(CCNC(=O)OCc1ccccc1)C(=O)C(C)(c1cccc(C(F)(F)F)c1)O2. Starting materials: N1=CC=C(C=C1)CC(=O)O (4-pyridylacetic acid), CN1CCOCC1 (N-methylmorpholine), C=1C=CC2=C(C1)N=NN2O (HOBt), C(CCl)Cl (EDC), FC(C=1C=C(CO[C@@H]2[C@H](NCCO2)C2=CC=CC=C2)C=C(C1)C(F)(F)F)(F)F (2-(S)-(3,5-bis(trifluoromethyl)benzyloxy)-3-(R)-phenylmorpholine). The solvent is C(Cl)Cl (CH2Cl2), C(Cl)Cl (CH2Cl2). Run at time 10 minute. The product is FC(C=1C=C(CO[C@@H]2[C@H](N(CCO2)C(=O)CC=2C=NC=CC2)C2=CC=CC=C2)C=C(C1)C(F)(F)F)(F)F (2-(S)-(3,5-B is(trifluoromethyl)benzyloxy)-4-((3-pyridyl)methyl carbonyl)-3-(R)-phenylmorpholine). The yield is 100.0%. RXN SMILES: [N:1]1[CH:6]=[CH:5][C:4](CC(O)=O)=[CH:3][CH:2]=1.CN1CC[O:15][CH2:14][CH2:13]1.C1C=CC2N(O)N=NC=2C=1.C(Cl)CCl.[F:32][C:33]([F:59])([F:58])[C:34]1[CH:35]=[C:36]([CH:51]=[C:52]([C:54]([F:57])([F:56])[F:55])[CH:53]=1)[CH2:37][O:38][C@H:39]1[O:44][CH2:43][CH2:42][NH:41][C@@H:40]1[C:45]1[CH:50]=[CH:49][CH:48]=[CH:47][CH:46]=1>C(Cl)Cl>[F:59][C:33]([F:32])([F:58])[C:34]1[CH:35]=[C:36]([CH:51]=[C:52]([C:54]([F:55])([F:56])[F:57])[CH:53]=1)[CH2:37][O:38][C@H:39]1[O:44][CH2:43][CH2:42][N:41]([C:14]([CH2:13][C:5]2[CH:6]=[N:1][CH:2]=[CH:3][CH:4]=2)=[O:15])[C@@H:40]1[C:45]1[CH:50]=[CH:49][CH:48]=[CH:47][CH:46]=1. Procedure details: A solution of 55 mg (0.315 mmol) of 4-pyridylacetic acid in 1 mL of CH2Cl2, containing 0.079 mL (0.715 mmol) of N-methylmorpholine, 53 mg (0.37 mmol) of HOBt and 73 mg (0.37 mmol) of EDC was stirred for 10 min. A solution of 2-(S)-(3,5-bis(tri-fluoromethyl)benzyloxy)-3-(R)-phenylmorpholine (from Example 33) in 1 mL of CH2Cl2 was added. After stirring the mixture for 2 h, it was partitioned between water and CH2C12. The organic layer was washed with water, brine and dried by filtering through Na2... Starting materials: FC(C1=CC=C2CCNC(C2=C1)=O)(F)F (7-trifluoromethyl-3,4-dihydro-2H-isoquinolin-1-one), BrC=1C=NC=CC1 (3-bromo-pyridine), trans-N,N′-dimethyl-cyclohexyl-1,2-diamine, P(=O)([O-])([O-])[O-].[K+].[K+].[K+] (potassium phosphate). Reagents/catalysts: [Cu](I)I (copper iodide). Run in O1CCOCC1 (1,4-dioxane). Yields the product N1=CC(=CC=C1)N1C(C2=CC(=CC=C2CC1)C(F)(F)F)=O (2-Pyridin-3-yl-7-trifluoromethyl-3,4-dihydro-2H-isoquinolin-1-one). Yield: 22.1%. RXN SMILES: [F:1][C:2]([F:15])([F:14])[C:3]1[CH:12]=[C:11]2[C:6]([CH2:7][CH2:8][NH:9][C:10]2=[O:13])=[CH:5][CH:4]=1.Br[C:17]1[CH:18]=[N:19][CH:20]=[CH:21][CH:22]=1.P([O-])([O-])([O-])=O.[K+].[K+].[K+]>[Cu](I)I.O1CCOCC1>[N:19]1[CH:20]=[CH:21][CH:22]=[C:17]([N:9]2[CH2:8][CH2:7][C:6]3[C:11](=[CH:12][C:3]([C:2]([F:1])([F:14])[F:15])=[CH:4][CH:5]=3)[C:10]2=[O:13])[CH:18]=1 |f:2.3.4.5|. Procedure details: Using analogous reaction conditions as described in Example 1, 7-trifluoromethyl-3,4-dihydro-2H-isoquinolin-1-one (I-16c: 150 mg, 0.698 mmol) was reacted with 3-bromo-pyridine (220 mg, 1.395 mmol), 1,4-dioxane (10 mL), copper iodide (13.29 mg, 0.0698 mmol), trans-N,N′-dimethyl-cyclohexyl-1,2-diamine (29.33 mg, 0.209 mmol) and potassium phosphate (369.9 mg, 1.745 mmol) to afford the crude product. Purification by column chromatography on silica gel (1.5% methanol in DCM) afforded 45 mg of the pro...